Dataset: the Open Reaction Database (ORD), a public repository of structured organic reaction records. Task: describe an organic reaction: reactants, conditions, products, and yield Reactants: C(C)(C)(C)OC(NC(C(N(C)OC)=O)C1=CC(=C(C=C1)Cl)Cl)=O (rac-[(3,4-dichloro-phenyl)-(methoxy-methyl-carbamoyl)-methyl]-carbamic acid tert-butyl ester), C(C)(C)(C)OC(NC(C(N(C)OC)=O)C1=CC(=C(C=C1)Cl)Cl)=O (rac-[(3,4-dichloro-phenyl)-(methoxy-methyl-carbamoyl)-methyl]-carbamic acid tert-butyl ester), BrC1=CC(=CC=C1)I (1-bromo-3-iodobenzene). Yields the product C(C)(C)(C)OC(NC(C(=O)C1=CC(=CC=C1)Br)C1=CC(=C(C=C1)Cl)Cl)=O (rac-[2-(3-Bromo-phenyl)-1-(3,4-dichloro-phenyl)-2-oxo-ethyl]-carbamic acid tert-butyl ester). RXN SMILES: [C:1]([O:5][C:6](=[O:23])[NH:7][CH:8]([C:15]1[CH:20]=[CH:19][C:18]([Cl:21])=[C:17]([Cl:22])[CH:16]=1)[C:9](=[O:14])N(OC)C)([CH3:4])([CH3:3])[CH3:2].[Br:24][C:25]1[CH:30]=[CH:29][CH:28]=[C:27](I)[CH:26]=1>>[C:1]([O:5][C:6](=[O:23])[NH:7][CH:8]([C:15]1[CH:20]=[CH:19][C:18]([Cl:21])=[C:17]([Cl:22])[CH:16]=1)[C:9]([C:27]1[CH:28]=[CH:29][CH:30]=[C:25]([Br:24])[CH:26]=1)=[O:14])([CH3:2])([CH3:3])[CH3:4]. Procedure details: The title compound was prepared from rac-[(3,4-dichloro-phenyl)-(methoxy-methyl-carbamoyl)-methyl]-carbamic acid tert-butyl ester (Intermediate 9) and 1-bromo-3-iodobenzene in analogy to Example 1a): MS (ISP): 460.1 (M+H)+ and 359.9 ((M-Boc)+H)+ (100%). The reactants are N1CNC(C1)=O (4-imidazolidinone), [N+](=O)([O-])C1=CC=CC=C1 (4-nitrobenzene), C(C)(C)N(CC)C(C)C (diisopropyl ethylamine). Solvent: CN(C)C=O (DMF). Yields the product [N+](=O)([O-])C1=CC=C(C=C1)N1CNC(C1)=O (1-(4-nitrophenyl)-4-imidazolidinone). As a reaction SMILES: [NH:1]1[CH2:5][C:4](=[O:6])[NH:3][CH2:2]1.[N+:7]([C:10]1[CH:15]=[CH:14][CH:13]=[CH:12][CH:11]=1)([O-:9])=[O:8].C(N(C(C)C)CC)(C)C>CN(C=O)C>[N+:7]([C:10]1[CH:15]=[CH:14][C:13]([N:1]2[CH2:5][C:4](=[O:6])[NH:3][CH2:2]2)=[CH:12][CH:11]=1)([O-:9])=[O:8]. Reported procedure: A solution of 4-imidazolidinone (9.5 g, 110.5 mmol), 4-nitrobenzene (1 eq) and diisopropyl ethylamine (28.6 mL, 165 mmol) in dry DMF (80 mL) was heated to 60° C. overnight under argon. The reaction mixture was allowed to cool to room temperature and ice pieces were added. The solid formed was filtered and washed with water. The solid was air dried to yield the nitro compound as yellow crystals. The reactants are ClC=1C(=CC2=C(C(CC3=C(S2)C=C(C=C3)F)=O)C1)F (8-chloro-3,7-difluorodibenzo(b,f)thiepine-10(11H)-one), [BH4-].[Na+] (sodium borohydride). Reagents/catalysts: [OH-].[Na+] (sodium hydroxide). Solvent: O1CCOCC1 (dioxane), O (water). Yields the product ClC=1C(=CC2=C(C(CC3=C(S2)C=C(C=C3)F)O)C1)F (8-chloro-3,7-difluoro-10-hydroxy-10,11-dihydrodibenzo(b,f)thiepine). As a reaction SMILES: [BH4-].[Na+].[Cl:3][C:4]1[C:5]([F:21])=[CH:6][C:7]2[S:13][C:12]3[CH:14]=[C:15]([F:18])[CH:16]=[CH:17][C:11]=3[CH2:10][C:9](=[O:19])[C:8]=2[CH:20]=1>O.[OH-].[Na+].O1CCOCC1>[Cl:3][C:4]1[C:5]([F:21])=[CH:6][C:7]2[S:13][C:12]3[CH:14]=[C:15]([F:18])[CH:16]=[CH:17][C:11]=3[CH2:10][CH:9]([OH:19])[C:8]=2[CH:20]=1 |f:0.1,4.5|. Procedure details: A solution of sodium borohydride (1.0 g) in water (3 ml) containing 2 drops of 20% sodium hydroxide solution was added dropwise to a stirred solution of the ketone from the preceding experiment (7.9 g) in dioxane (100 ml). The mixture was refluxed for 6 hours, the dioxane evaporated in vacuo and the residue mixed with water and extracted with benzene. Evaporation of the extract and crystallization of the residue from an ether-cyclohexane mixture yielded 6.0 g of the pure 8-chloro-3,7-difluoro-10... Starting materials: [Cl-].ClC1=C(C=CC2=CC(=CC=C12)C#N)OCC[NH3+] (2-[(1-chloro-6-cyanonaphthalen-2-yl)oxy]ethanaminium chloride), ClC1=CC=C(O1)C=O (5-chlorofuran-2-carbaldehyde). Yields the product ClC1=C2C=CC(=CC2=CC=C1OCCNCC=1OC(=CC1)Cl)C#N (5-chloro-6-(2-{[(5-chlorofuran-2-yl)methyl]amino}ethoxy)naphthalene-2-carbonitrile). Isolated yield 60.0%. Reaction SMILES: [Cl-].[Cl:2][C:3]1[C:12]2[C:7](=[CH:8][C:9]([C:13]#[N:14])=[CH:10][CH:11]=2)[CH:6]=[CH:5][C:4]=1[O:15][CH2:16][CH2:17][NH3+:18].[Cl:19][C:20]1[O:24][C:23]([CH:25]=O)=[CH:22][CH:21]=1>>[Cl:2][C:3]1[C:4]([O:15][CH2:16][CH2:17][NH:18][CH2:25][C:23]2[O:24][C:20]([Cl:19])=[CH:21][CH:22]=2)=[CH:5][CH:6]=[C:7]2[C:12]=1[CH:11]=[CH:10][C:9]([C:13]#[N:14])=[CH:8]2 |f:0.1|. Procedure details: Prepared from 2-[(1-chloro-6-cyanonaphthalen-2-yl)oxy]ethanaminium chloride and 5-chlorofuran-2-carbaldehyde in 60% yield as a yellow oil. Starting materials: COC=1C=C(CN2C(C(CC2)(CCS(=O)(=O)C)CC2=CC(=C(C=C2)Cl)Cl)=O)C=C(C1OC)OC (1-(3,4,5-trimethoxy-benzyl)-3-(3,4-dichloro-phenylmethyl)-3-(2-methanesulfonyl-ethyl)-2-oxo-pyrrolidine), FC1=CC=C(CN2C(=NC3=C2C=CC=C3)C3(CCNCC3)O)C=C1 (4-[1-(4-fluoro-benzyl)-1H-benzoimidazol-2-yl]-4-hydroxy-piperidine). The product is COC=1C=C(CN2C(C(CC2)(CC2=CC(=C(C=C2)Cl)Cl)CCN2CCC(CC2)(O)C2=NC3=C(N2CC2=CC=C(C=C2)F)C=CC=C3)=O)C=C(C1OC)OC (1-(3,4,5-Trimethoxy-benzvl)-3-[2-[4-[1-(4-fluoro-benzyl)-1H-benzoimidazol-2-yl]-4-hydroxy-piperidin-1-yl]-ethyl]-3-(3,4-dichloro-phenylmethyl)-2-oxo-pyrrolidine). Reported procedure: Prepare by the method of Example 6.6.2 using 1-(3,4,5-trimethoxy-benzyl)-3-(3,4-dichloro-phenylmethyl)-3-(2-methanesulfonyl-ethyl)-2-oxo-pyrrolidine and 4-[1-(4-fluoro-benzyl)-1H-benzoimidazol-2-yl]-4-hydroxy-piperidine to give the title compound: Rf=0.60 (silica gel, 10% methanol/ethyl acetate). As a reaction SMILES: [CH3:1][O:2][C:3]1[CH:4]=[C:5]([CH:28]=[C:29]([O:33][CH3:34])[C:30]=1[O:31][CH3:32])[CH2:6][N:7]1[CH2:11][CH2:10][C:9]([CH2:18][C:19]2[CH:24]=[CH:23][C:22]([Cl:25])=[C:21]([Cl:26])[CH:20]=2)([CH2:12][CH2:13]S(C)(=O)=O)[C:8]1=[O:27].[F:35][C:36]1[CH:58]=[CH:57][C:39]([CH2:40][N:41]2[C:45]3[CH:46]=[CH:47][CH:48]=[CH:49][C:44]=3[N:43]=[C:42]2[C:50]2([OH:56])[CH2:55][CH2:54][NH:53][CH2:52][CH2:51]2)=[CH:38][CH:37]=1>>[CH3:1][O:2][C:3]1[CH:4]=[C:5]([CH:28]=[C:29]([O:33][CH3:34])[C:30]=1[O:31][CH3:32])[CH2:6][N:7]1[CH2:11][CH2:10][C:9]([CH2:12][CH2:13][N:53]2[CH2:54][CH2:55][C:50]([C:42]3[N:41]([CH2:40][C:39]4[CH:57]=[CH:58][C:36]([F:35])=[CH:37][CH:38]=4)[C:45]4[CH:46]=[CH:47][CH:48]=[CH:49][C:44]=4[N:43]=3)([OH:56])[CH2:51][CH2:52]2)([CH2:18][C:19]2[CH:24]=[CH:23][C:22]([Cl:25])=[C:21]([Cl:26])[CH:20]=2)[C:8]1=[O:27]. Reactants: OC=1C=C(C=O)C=CC1 (3-Hydroxybenzaldehyde), N1C=CC=C1 (Pyrrole). Run in C(CC)(=O)O (propionic acid). Run at temperature 140 celsius, time 12 hour. Yields the product OC=1C=C(C=CC1)C=1C2=CC=C(N2)C(=C2C=CC(C(=C3C=CC(=C(C=4C=CC1N4)C4=CC(=CC=C4)O)N3)C3=CC(=CC=C3)O)=N2)C2=CC(=CC=C2)O (5,10,15,20-tetrakis-(3-Hydroxy-phenyl)-porphyrin). Reaction SMILES: [OH:1][C:2]1[CH:3]=[C:4]([CH:7]=[CH:8][CH:9]=1)[CH:5]=O.[NH:10]1[CH:14]=[CH:13][CH:12]=[CH:11]1>C(O)(=O)CC>[OH:1][C:2]1[CH:3]=[C:4]([C:5]2[C:14]3[NH:10][C:11]([C:5]([C:4]4[CH:7]=[CH:8][CH:9]=[C:2]([OH:1])[CH:3]=4)=[C:11]4[N:10]=[C:14]([C:5]([C:4]5[CH:7]=[CH:8][CH:9]=[C:2]([OH:1])[CH:3]=5)=[C:11]5[NH:10][C:14](=[C:5]([C:4]6[CH:7]=[CH:8][CH:9]=[C:2]([OH:1])[CH:3]=6)[C:11]6[CH:12]=[CH:13][C:14]=2[N:10]=6)[CH:13]=[CH:12]5)[CH:13]=[CH:12]4)=[CH:12][CH:13]=3)[CH:7]=[CH:8][CH:9]=1. Procedure details: 3-Hydroxybenzaldehyde (0.910 g, 7.45 mmol) is dissolved in propionic acid (50 mL) and heated to 140° C. Pyrrole (0.52 mL, 7.45 mmol) is added in one portion and the mixture heated at reflux for 2 h. Stirring is continued for an additional 12 h at room temperature. Propionic acid is removed in vacuo and the residue dissolved in acetone and purified by chromatography on a column (250 g) of silica which is eluted with toluene containing a continuously increasing proportion of ethyl acetate. The pro... The reactants are [Cl-].[Li+] (Lithium chloride), FC(C(=O)OCC)(F)F (ethyl trifluoroacetate), FC1=NC=CC=C1 (2-Fluoropyridine), C(C)(C)NC(C)C (diisopropylamine), [Li+].CCC[CH2-] (N-Butyllithium), Cl (hydrochloric acid). The solvent is O1CCCC1 (tetrahydrofuran), O1CCCC1 (tetrahydrofuran), C(C)(=O)OCC (ethyl acetate), O (water). Conditions: time 10 minute. Product: FC(C(=O)C=1C(=NC=CC1)F)(F)F (2,2,2-trifluoro-1-(2-fluoropyridin-3-yl)ethanone). The yield is 45.3%. As a reaction SMILES: [Cl-].[Li+].C(NC(C)C)(C)C.[Li+].CCC[CH2-].[F:15][C:16]1[CH:21]=[CH:20][CH:19]=[CH:18][N:17]=1.[F:22][C:23]([F:30])([F:29])[C:24](OCC)=[O:25].Cl>C(OCC)(=O)C.O.O1CCCC1>[F:22][C:23]([F:30])([F:29])[C:24]([C:21]1[C:16]([F:15])=[N:17][CH:18]=[CH:19][CH:20]=1)=[O:25] |f:0.1,3.4|. Procedure: Lithium chloride (0.500 g, 11.79 mmol) and diisopropylamine (1.8 mL, 12.84 mmol) were combined under nitrogen with dry tetrahydrofuran (10 mL) and cooled in a dry ice bath. N-Butyllithium (2.5 M solution in hexane, 5.0 mL, 12.50 mmol) was added and the mixture stirred for 10 minutes. 2-Fluoropyridine (0.800 mL, 9.30 mmol) was added dropwise and the reaction stirred. After 10 minutes, additional dry tetrahydrofuran (5 mL) was added to help with stirring. The mixture was stirred for 90 minutes the...